This data is from the Open Reaction Database (ORD), a public repository of structured organic reaction records. The task is: describe an organic reaction: reactants, conditions, products, and yield Reactants: CN(C)C#N, Cl, [NH3+]c1cccc(I)c1, O. Yields the product CN(C)C(=N)Nc1cccc(I)c1. RXN SMILES: [CH3:10][N:11]([C:12]#[N:13])[CH3:14].[ClH:1].[I:2][c:3]1[cH:4][c:5]([NH3+:6])[cH:7][cH:8][cH:9]1.[OH2:15]>>[I:2][c:3]1[cH:4][c:5]([NH:6][C:12]([N:11]([CH3:10])[CH3:14])=[NH:13])[cH:7][cH:8][cH:9]1. The reactants are BrC=1C=CC2=C(C=C(O2)CO)C1 (5-bromo-2-benzofuranylmethanol), [Cu]C#N (copper (I) cyanide), CN1C(CCC1)=O (N-methylpyrrolidinone), C(CN)N (ethylenediamine). Run in O (water). Run at temperature 200 celsius, time 3.5 hour. Product: OCC=1OC2=C(C1)C=C(C=C2)C#N (2-(Hydroxymethyl)benzofuran-5-carbonitrile). Isolated yield 73.9%. Reaction SMILES: Br[C:2]1[CH:3]=[CH:4][C:5]2[O:9][C:8]([CH2:10][OH:11])=[CH:7][C:6]=2[CH:12]=1.[Cu][C:14]#[N:15].CN1CCCC1=O.C(N)CN>O>[OH:11][CH2:10][C:8]1[O:9][C:5]2[CH:4]=[CH:3][C:2]([C:14]#[N:15])=[CH:12][C:6]=2[CH:7]=1. Procedure: A solution of 5-bromo-2-benzofuranylmethanol (1.19 g, 5.24 mmol), copper (I) cyanide (0.470 g, 5.25 mmol) and N-methylpyrrolidinone (15 ml) was left under stirring at 200° C. for 3.5 h, then was poured onto a solution of ethylenediamine (6 g) in water (80 ml) and extracted with ethyl acetate (3×75 ml). The organic phase was dried and the solvents were evaporated off under reduced pressure. The resulting crude was purified by chromatography through a silica gel column, eluting with n-hexane:ethyl... Reactants: C(O)([O-])=O.[Na+] (sodium hydrogen carbonate), solution, cyclic anhydride, Cl.ClC1=C(C(=O)O)C=C(C(=C1)Cl)C1=NC=C(C=C1)F (2,4-dichloro-5-(5-fluoropyridin-2-yl)benzoic acid hydrochloride), NC1=CC(=NN1C1=CC=CC=C1)C(=O)OCC (ethyl 5-amino-1-phenyl-1H-pyrazole-3-carboxylate), C(C)(C)N(CC)C(C)C (diisopropylethylamine). The solvent is CCOC(=O)C (EtOAc), CCOC(=O)C (EtOAc). Reaction conditions: time 1 hour. Product: ClC1=C(C(=O)NC2=CC(=NN2C2=CC=CC=C2)C(=O)OCC)C=C(C(=C1)Cl)C1=NC=C(C=C1)F (Ethyl 5-(2,4-dichloro-5-(5-fluoropyridin-2-yl)benzamido)-1-phenyl-1H-pyrazole-3-carboxylate). The yield is 55.8%. Reaction SMILES: Cl.[Cl:2][C:3]1[CH:11]=[C:10]([Cl:12])[C:9]([C:13]2[CH:18]=[CH:17][C:16]([F:19])=[CH:15][N:14]=2)=[CH:8][C:4]=1[C:5]([OH:7])=O.[NH2:20][C:21]1[N:25]([C:26]2[CH:31]=[CH:30][CH:29]=[CH:28][CH:27]=2)[N:24]=[C:23]([C:32]([O:34][CH2:35][CH3:36])=[O:33])[CH:22]=1.C(N(C(C)C)CC)(C)C.C(=O)([O-])O.[Na+]>CCOC(C)=O>[Cl:2][C:3]1[CH:11]=[C:10]([Cl:12])[C:9]([C:13]2[CH:18]=[CH:17][C:16]([F:19])=[CH:15][N:14]=2)=[CH:8][C:4]=1[C:5]([NH:20][C:21]1[N:25]([C:26]2[CH:31]=[CH:30][CH:29]=[CH:28][CH:27]=2)[N:24]=[C:23]([C:32]([O:34][CH2:35][CH3:36])=[O:33])[CH:22]=1)=[O:7] |f:0.1,4.5|. Reported procedure: 2,4-dichloro-5-(5-fluoropyridin-2-yl)benzoic acid hydrochloride (Preparation 20, 900 mg, 3.15 mmol), ethyl 5-amino-1-phenyl-1H-pyrazole-3-carboxylate (683 mg, 2.95 mmol) and diisopropylethylamine (3.28 mL, 18.88 mmol) were added to EtOAc (30 mL) and heated to reflux under an atmosphere of nitrogen. A 50% solution of propylphosphonic cyclic anhydride in EtOAc (9 g, 14.16 mmol) was added dropwise, and the reaction was kept at reflux for 3 hours. After cooling, the reaction was basified with satura... The reactants are Cc1ccccc1, O=C(Cl)c1cc([N+](=O)[O-])ccc1O, Nc1nnn[nH]1. Yields the product O=C(Nc1nnn[nH]1)c1cc([N+](=O)[O-])ccc1O. As a reaction SMILES: [CH3:20][c:21]1[cH:22][cH:23][cH:24][cH:25][cH:26]1.[N+:1](=[O:2])([O-:3])[c:4]1[cH:5][cH:6][c:7]([OH:13])[c:8]([C:9](=[O:10])[Cl:11])[cH:12]1.[NH2:14][c:15]1[n:16][n:17][n:18][nH:19]1>>[N+:1](=[O:2])([O-:3])[c:4]1[cH:5][cH:6][c:7]([OH:13])[c:8]([C:9](=[O:10])[NH:14][c:15]2[n:16][n:17][n:18][nH:19]2)[cH:12]1. Starting materials: ice, FC(F)(F)S(=O)(=O)OS(=O)(=O)C(F)(F)F (Trifluoromethyl sulphonic anhydride), OC1=C(C=O)C=C(C=C1)OCCOC (2-hydroxy-5-(2-methoxyethoxy)benzaldehyde), CC1=NC(=CC=C1)C (2,6-dimethylpyridine). The solvent is ClCCl (dichloromethane). Run at time 16 hour. Yields the product FC(S(=O)(=O)OC1=C(C=O)C=C(C=C1)OCCOC)(F)F (2-trifluoromethylsulphonyloxy-5-(2-methoxyethoxy)benzaldehyde). Reaction SMILES: [F:1][C:2]([S:5]([O:8]S(C(F)(F)F)(=O)=O)(=[O:7])=[O:6])([F:4])[F:3].O[C:17]1[CH:24]=[CH:23][C:22]([O:25][CH2:26][CH2:27][O:28][CH3:29])=[CH:21][C:18]=1[CH:19]=[O:20].CC1C=CC=C(C)N=1>ClCCl>[F:1][C:2]([F:4])([F:3])[S:5]([O:8][C:17]1[CH:24]=[CH:23][C:22]([O:25][CH2:26][CH2:27][O:28][CH3:29])=[CH:21][C:18]=1[CH:19]=[O:20])(=[O:7])=[O:6]. Procedure details: Trifluoromethyl sulphonic anhydride (3.88 ml) was added dropwise over a period of 10 minutes to a stirred solution of 2-hydroxy-5-(2-methoxyethoxy)benzaldehyde (4.11 g) and 2,6-dimethylpyridine (2.67 ml) in dichloromethane (20 ml) at 0° C. under an atmosphere of argon. After stirring at room temperature for 16 hours, the mixture was added to ice (100 g). The organic phase was separated, washed with 5% aqueous sodium carbonate solution (2×10 ml), dried (MgSO4) and evaporated to give an oil which ...